This data is from the Open Reaction Database (ORD), a public repository of structured organic reaction records. The task is: describe an organic reaction: reactants, conditions, products, and yield Reactants: N(=NC(=O)OC(C)C)C(=O)OC(C)C (diisopropyl azodicarboxylate), N1=CN=CC(=C1)OC1=CC(=NC=C1)C(=O)O (4-(Pyrimidin-5-yloxy)picolinic acid), C(C1=CC=CC=C1)O (benzyl alcohol), C1=CC=C(C=C1)P(C2=CC=CC=C2)C3=CC=CC=C3 (PPh3). The solvent is C1CCOC1 (THF). Run at temperature 0 celsius, time 1 hour. The product is N1=CN=CC(=C1)OC1=CC(=NC=C1)C(=O)OCC1=CC=CC=C1 (benzyl 4-(pyrimidin-5-yloxy)picolinate). Isolated yield 37.1%. Reaction SMILES: [N:1]1[CH:6]=[C:5]([O:7][C:8]2[CH:13]=[CH:12][N:11]=[C:10]([C:14]([OH:16])=[O:15])[CH:9]=2)[CH:4]=[N:3][CH:2]=1.[CH2:17](O)[C:18]1[CH:23]=[CH:22][CH:21]=[CH:20][CH:19]=1.C1C=CC(P(C2C=CC=CC=2)C2C=CC=CC=2)=CC=1.N(C(OC(C)C)=O)=NC(OC(C)C)=O>C1COCC1>[N:3]1[CH:4]=[C:5]([O:7][C:8]2[CH:13]=[CH:12][N:11]=[C:10]([C:14]([O:16][CH2:17][C:18]3[CH:23]=[CH:22][CH:21]=[CH:20][CH:19]=3)=[O:15])[CH:9]=2)[CH:6]=[N:1][CH:2]=1. Procedure: 4-(Pyrimidin-5-yloxy)picolinic acid (1.43 g, 6.58 mmol, 1.00 eq), benzyl alcohol (1.02 mL, 9.88 mmol, 1.50 eq), PS—PPh3 (5.51 g, 14.5 mmol, 2.20 eq) and THF (66 mL) were added to a flame-dried round-bottom flask. The mixture was cooled to 0° C. and diisopropyl azodicarboxylate (2.07 mL, 10.5 mmol, 1.60 eq) was added dropwise. The reaction was allowed to warm to rt and stirred for 1 h. The reaction was filtered and washed with EtOAc. The combined organics were concentrated in vacuo and purified b...